Dataset: the Open Reaction Database (ORD), a public repository of structured organic reaction records. Task: describe an organic reaction: reactants, conditions, products, and yield Procedure: A solution of 17 g (0.042 mole) 1-[4-(2,3-dichlorophenyl)-2-butenyl]-3-heptylimidazolium chloride in 250 ml absolute ethanol and 1.5 g 10% Pd/C catalyst are placed in a small Parr bottle, and hydrogenated at 25 psi for ca. 2 hours. Additional H2 is added as needed to maintain 25 psi pressure. The reaction mixture is filtered and the solvent is evaporated to provide the title compound. Product: [Cl-].ClC1=C(C=CC=C1Cl)CCCC[N+]1=CN(C=C1)CCCCCCC (1-[4-(2,3-Dichlorophenyl)butyl]-3-heptylimidazolium chloride). The reagents and catalysts are [Pd] (Pd/C). Reaction SMILES: [Cl-].[Cl:2][C:3]1[C:8]([Cl:9])=[CH:7][CH:6]=[CH:5][C:4]=1[CH2:10][CH:11]=[CH:12][CH2:13][N+:14]1[CH:18]=[CH:17][N:16]([CH2:19][CH2:20][CH2:21][CH2:22][CH2:23][CH2:24][CH3:25])[CH:15]=1>C(O)C.[Pd]>[Cl-:2].[Cl:2][C:3]1[C:8]([Cl:9])=[CH:7][CH:6]=[CH:5][C:4]=1[CH2:10][CH2:11][CH2:12][CH2:13][N+:14]1[CH:18]=[CH:17][N:16]([CH2:19][CH2:20][CH2:21][CH2:22][CH2:23][CH2:24][CH3:25])[CH:15]=1 |f:0.1,4.5|. The reactants are [Cl-].ClC1=C(C=CC=C1Cl)CC=CC[N+]1=CN(C=C1)CCCCCCC (1-[4-(2,3-dichlorophenyl)-2-butenyl]-3-heptylimidazolium chloride). Run in C(C)O (ethanol). Conditions: time 2 hour. Reactants: CC(C)(C)CN1Cc2c(cc(Cl)c3[nH]ncc23)CC(CC(=O)N2CCC(N3Cc4ccccc4NC3=O)CC2)C1=O, Cl, O=c1[nH]c2ccccc2nc1C1CCNCC1. The product is CC(C)(C)CN1Cc2c(cc(Cl)c3[nH]ncc23)CC(CC(=O)N2CCC(c3nc4ccccc4[nH]c3=O)CC2)C1=O. Reaction SMILES: [Cl:19][c:20]1[cH:21][c:22]2[c:23]([c:24]3[cH:25][n:26][nH:27][c:28]13)[CH2:29][N:30]([CH2:55][C:56]([CH3:57])([CH3:58])[CH3:59])[C:31](=[O:54])[CH:32]([CH2:34][C:35]([N:36]1[CH2:37][CH2:38][CH:39]([N:40]3[CH2:41][c:42]4[c:43]([cH:44][cH:45][cH:46][cH:47]4)[NH:48][C:49]3=[O:50])[CH2:51][CH2:52]1)=[O:53])[CH2:33]2.[ClH:1].[NH:2]1[CH2:3][CH2:4][CH:5]([c:8]2[c:9](=[O:18])[nH:10][c:11]3[cH:12][cH:13][cH:14][cH:15][c:16]3[n:17]2)[CH2:6][CH2:7]1>>[N:2]1([C:35]([CH2:34][CH:32]2[C:31](=[O:54])[N:30]([CH2:55][C:56]([CH3:57])([CH3:58])[CH3:59])[CH2:29][c:23]3[c:22]([cH:21][c:20]([Cl:19])[c:28]4[c:24]3[cH:25][n:26][nH:27]4)[CH2:33]2)=[O:53])[CH2:3][CH2:4][CH:5]([c:8]2[c:9](=[O:18])[nH:10][c:11]3[cH:12][cH:13][cH:14][cH:15][c:16]3[n:17]2)[CH2:6][CH2:7]1.